Task: describe an organic reaction: reactants, conditions, products, and yield. Dataset: the Open Reaction Database (ORD), a public repository of structured organic reaction records Starting materials: O1CCOCC1 (Dioxane), ClC1=NC(=NC(=C1)C(F)(F)F)OC1CCCC1 (4-chloro-2-(cyclopentyloxy)-6-(trifluoromethyl)pyrimidine), CC1(OB(OC1(C)C)CC1=CC=C(C=C1)CC(=O)OC)C (methyl 2-(4-((4,4,5,5-tetramethyl-1,3,2-dioxaborolan-2-yl)methyl)phenyl)acetate), C(=O)([O-])[O-].[Na+].[Na+] (Na2CO3). The reagents and catalysts are C1=CC=C(C=C1)P([C-]2C=CC=C2)C3=CC=CC=C3.C1=CC=C(C=C1)P([C-]2C=CC=C2)C3=CC=CC=C3.Cl[Pd]Cl.[Fe+2] (Pd(dppf)Cl2). Run in O (water). Reaction conditions: temperature 90 celsius, time 2.5 hour. Product: C1(CCCC1)OC1=NC(=CC(=N1)CC1=CC=C(C=C1)CC(=O)OC)C(F)(F)F (methyl 2-(4-((2-(cyclopentyloxy)-6-(trifluoromethyl)pyrimidin-4-yl)methyl)phenyl)acetate). The yield is 61.5%. RXN SMILES: Cl[C:2]1[CH:7]=[C:6]([C:8]([F:11])([F:10])[F:9])[N:5]=[C:4]([O:12][CH:13]2[CH2:17][CH2:16][CH2:15][CH2:14]2)[N:3]=1.CC1(C)C(C)(C)OB([CH2:26][C:27]2[CH:32]=[CH:31][C:30]([CH2:33][C:34]([O:36][CH3:37])=[O:35])=[CH:29][CH:28]=2)O1.C([O-])([O-])=O.[Na+].[Na+].O1CCOCC1>C1C=CC(P(C2C=CC=CC=2)[C-]2C=CC=C2)=CC=1.C1C=CC(P(C2C=CC=CC=2)[C-]2C=CC=C2)=CC=1.Cl[Pd]Cl.[Fe+2].O>[CH:13]1([O:12][C:4]2[N:3]=[C:2]([CH2:26][C:27]3[CH:28]=[CH:29][C:30]([CH2:33][C:34]([O:36][CH3:37])=[O:35])=[CH:31][CH:32]=3)[CH:7]=[C:6]([C:8]([F:11])([F:10])[F:9])[N:5]=2)[CH2:17][CH2:16][CH2:15][CH2:14]1 |f:2.3.4,6.7.8.9|. Reported procedure: A 20-mL sealed tube, with stirrer bar, was charged with 4-chloro-2-(cyclopentyloxy)-6-(trifluoromethyl)pyrimidine (0.400 g, 1.50 mol), methyl 2-(4-((4,4,5,5-tetramethyl-1,3,2-dioxaborolan-2-yl)methyl)phenyl)acetate (0.478 g, 1.65 mmol), Pd(dppf)Cl2 (0.122 g, 0.15 mmol), and powdered Na2CO3 (0.477 g, 4.50 mmol). Dioxane (8 mL) and water (4 mL) were added. The resulting mixture was stirred under Ar at 90° C. for 2.5 h. After this time, the mixture was cooled to room temperature and filtered throug... Starting materials: ClC=1C=C(CCl)C=CC1 (3-chlorobenzyl chloride), N1CCNCC1 (piperazine). Solvent: C1CCOC1 (THF). Yields the product ClC=1C=C(CN2CCNCC2)C=CC1 (1-(3-chlorobenzyl)piperazine). As a reaction SMILES: [Cl:1][C:2]1[CH:3]=[C:4]([CH:7]=[CH:8][CH:9]=1)[CH2:5]Cl.[NH:10]1[CH2:15][CH2:14][NH:13][CH2:12][CH2:11]1>C1COCC1>[Cl:1][C:2]1[CH:3]=[C:4]([CH:7]=[CH:8][CH:9]=1)[CH2:5][N:10]1[CH2:15][CH2:14][NH:13][CH2:12][CH2:11]1. Procedure details: Synthesized according to General Procedure A: 3-chlorobenzyl chloride (4{8}, 5 mL, 39.3 mmol, 1 equiv.), piperazine (20.3 g, 235.7 mmol, 6 equiv.), THF (85.4 mL). Purification with flash column chromatography on silica gel (4:1 EtOAc:MeOH) afforded 5{8} (5.41 g, 65%) as a light yellow liquid. 1H-NMR (400 MHz, CDCl3): δ 7.28 (br s, 1H) 7.19-7.12 (m, 3H), 3.39 (s, 2H), 2.82 (t, 4H, J=5.6 Hz), 2.34 (br s, 4H), 1.54 (br s, 1H). 13C-NMR (100 MHz, CDCl3): δ 140.2, 133.9, 129.2, 128.8, 127.0, 126.9, 62... Starting materials: BrN1C(CCC1=O)=O (N-bromosuccinimide), BrC=1C=C2COC(C2=CC1)=O (5-bromoisobenzofuran-1(3H)-one), C(C1=CC=CC=C1)(=O)OOC(C1=CC=CC=C1)=O (benzoyl peroxide). Product: BrC1OC(C2=CC=C(C=C12)Br)=O (3,5-Dibromo-3H-isobenzofuran-1-one). Reaction SMILES: [Br:1][C:2]1[CH:3]=[C:4]2[C:8](=[CH:9][CH:10]=1)[C:7](=[O:11])[O:6][CH2:5]2.[Br:12]N1C(=O)CCC1=O.C(OOC(=O)C1C=CC=CC=1)(=O)C1C=CC=CC=1>C(Cl)(Cl)(Cl)Cl>[Br:12][CH:5]1[C:4]2[C:8](=[CH:9][CH:10]=[C:2]([Br:1])[CH:3]=2)[C:7](=[O:11])[O:6]1. The solvent is C(Cl)(Cl)(Cl)Cl (carbon tetrachloride). Reported procedure: To a suspension of 5-bromoisobenzofuran-1(3H)-one (5 g, 23.5 mmol) in anhydrous carbon tetrachloride (50 mL) was added N-bromosuccinimide (4.18 g, 23.5 mmol) and a catalytic amount of benzoyl peroxide. The reaction mixture was heated under reflux for 2.5 hours. After cooling, the precipitated solid was filtered off, and the filtrate was concentrated on a rotary evaporator. The residual solid was partitioned between methylene chloride and water. The organic phase was washed with brine, and concen... Reactants: C(C)OC(=O)C1(CC2=CC=C(C=C2C1)F)NC(C1=C(C(=CC(=C1)Cl)Cl)OC1CCC1)=O (2-(3,5-Dichloro-2-cyclobutoxy-benzoylamino)-5-fluoro-indan-2-carboxylic acid ethyl ester), [OH-].[K+] (KOH), O (water). Solvent: CCO (EtOH). Run at time 6 hour. Yields the product ClC=1C(=C(C(=O)NC2(CC3=CC=C(C=C3C2)F)C(=O)O)C=C(C1)Cl)OC1CCC1 (2-(3,5-Dichloro-2-cyclobutoxy-benzoylamino)-5-fluoro-indan-2-carboxylic acid). The yield is 71.3%. As a reaction SMILES: C([O:3][C:4]([C:6]1([NH:16][C:17](=[O:31])[C:18]2[CH:23]=[C:22]([Cl:24])[CH:21]=[C:20]([Cl:25])[C:19]=2[O:26][CH:27]2[CH2:30][CH2:29][CH2:28]2)[CH2:14][C:13]2[C:8](=[CH:9][CH:10]=[C:11]([F:15])[CH:12]=2)[CH2:7]1)=[O:5])C.[OH-].[K+].O>CCO>[Cl:25][C:20]1[C:19]([O:26][CH:27]2[CH2:30][CH2:29][CH2:28]2)=[C:18]([CH:23]=[C:22]([Cl:24])[CH:21]=1)[C:17]([NH:16][C:6]1([C:4]([OH:5])=[O:3])[CH2:14][C:13]2[C:8](=[CH:9][CH:10]=[C:11]([F:15])[CH:12]=2)[CH2:7]1)=[O:31] |f:1.2|. Reported procedure: The mixture of 2-(3,5-dichloro-2-cyclobutoxy-benzoylamino)-5-fluoro-indan-2-carboxylic acid ethyl ester (20) (300 mg, 0.64 mmol) and KOH (500 mg, 8.9 mmol) is dissolved in EtOH (5 mL) and water (1 mL) under a water bath. The water bath is removed when KOH is completely dissolved and the resulting reaction solution is stirred at RT for 6 h. After concentration in vacuo, the residue is dissolved in water (20 mL) and acidified with conc. HCl until pH˜3. The precipitate is filtered to give a pure pr... The reactants are COC=1C=C2CCCC(C2=CC1)=O (6-methoxy-1-tetralone), COC(N(C)C)OC (N,N-dimethylformamide dimethyl acetal). The product is CN(C)C=C1C(C2=CC=C(C=C2CC1)OC)=O (3,4-dihydro-2-(dimethylaminomethylene)-6-methoxy-1(2H)-naphthalenone), desired product. As a reaction SMILES: [CH3:1][O:2][C:3]1[CH:4]=[C:5]2[C:10](=[CH:11][CH:12]=1)[C:9](=[O:13])[CH2:8][CH2:7][CH2:6]2.CO[CH:16](OC)[N:17]([CH3:19])[CH3:18]>>[CH3:16][N:17]([CH:19]=[C:8]1[CH2:7][CH2:6][C:5]2[C:10](=[CH:11][CH:12]=[C:3]([O:2][CH3:1])[CH:4]=2)[C:9]1=[O:13])[CH3:18]. Procedure: The 3,4-dihydro-2-(dimethylaminomethylene)-6-methoxy-1(2H)-naphthalenone starting material was prepared from 6-methoxy-1-tetralone (5.29 g, 30 mmol) and N,N-dimethylformamide dimethyl acetal (24 ml, 180 mmol) to give the desired product as a brown oil (2.67 g). δH (CDCl3) 8.00 (1H, d, J 8.6 Hz), 7.67 (1H, s), 6.81 (1H, dd, J 8.6, 2.6 Hz), 6.65 (1H, d, J 2.6 Hz), 3.83 (3H, s), 3.11 (6H, s), 2.95-2.90 (2H, m) and 2.88-2.79 (2H, m). Reactants: C(#N)C1=CC=C(O1)C(=O)Cl (5-cyano-furan-2-carbonyl chloride), COC1=CC(=C(C=C1)N)N1CCCCC1 (4-methoxy-2-piperidin-1-yl-phenylamine), CCN(C(C)C)C(C)C (DIEA). Product: COC1=CC(=C(C=C1)NC(=O)C=1OC(=CC1)C#N)N1CCCCC1 (5-Cyano-furan-2-carboxylic acid (4-methoxy-2-piperidin-1-yl-phenyl)-amide). Yield: 60.0%. RXN SMILES: [C:1]([C:3]1[O:7][C:6]([C:8](Cl)=[O:9])=[CH:5][CH:4]=1)#[N:2].[CH3:11][O:12][C:13]1[CH:18]=[CH:17][C:16]([NH2:19])=[C:15]([N:20]2[CH2:25][CH2:24][CH2:23][CH2:22][CH2:21]2)[CH:14]=1.CCN(C(C)C)C(C)C>>[CH3:11][O:12][C:13]1[CH:18]=[CH:17][C:16]([NH:19][C:8]([C:6]2[O:7][C:3]([C:1]#[N:2])=[CH:4][CH:5]=2)=[O:9])=[C:15]([N:20]2[CH2:25][CH2:24][CH2:23][CH2:22][CH2:21]2)[CH:14]=1. Procedure details: Using a procedure similar to Example 1, step (e), 5-cyano-furan-2-carbonyl chloride (66 mg, 0.43 mmol) was allowed to react with 4-methoxy-2-piperidin-1-yl-phenylamine (67 mg, 0.32 mmol, as prepared in the previous step) in the presence of DIEA (164 μL, 0.940 mmol) for 2 h to afford 62 mg (60%) of the title compound as a yellow solid. 1H-NMR (CDCl3; 400 MHz): δ 9.49 (br s, 1H) 8.35 (d, 1H, J=8.9 Hz), 7.27-7.22 (m, 1H), 6.76 (d, 1H, J=2.7 Hz), 6.71 (dd, 1H, J=2.8, 8.9 Hz), 3.81 (s, 3H), 2.85-2.83...